From a dataset of the Open Reaction Database (ORD), a public repository of structured organic reaction records. describe an organic reaction: reactants, conditions, products, and yield Reactants: C1(=CC=CC=C1)P(=O)(C1=CC=CC=C1)OC=1[C@@H]([C@@H]2N(C1C(=O)OCC1=CC=C(C=C1)[N+](=O)[O-])C([C@@H]2[C@@H](C)O)=O)C (p-nitrobenzyl (1R,5S,6S)-2-(diphenylphosphoryloxy)-6-[(R)-1-hydroxyethyl]-1-methylcarbapen-2-em-3-carboxylate), C(C)(C)N(CC)C(C)C (diisopropylethylamine), C(C)(=O)SC1CN(C1)C=1OC=C(N1)C(N[C@@H]1CN(CC1)C(=O)OCC1=CC=C(C=C1)[N+](=O)[O-])=O (3-acetylthio-1-{4-[(3S)-1-(p-nitrobenzyloxycarbonyl)-pyrrolidin-3-ylcarbamoyl]-1,3-oxazol-2-yl}azetidine), C(C)(=O)O.NN (hydrazine acetate), CN(C=O)C (dimethylformamide), C(O)([O-])=O.[Na+] (sodium hydrogencarbonate). The solvent is C(C)#N (acetonitrile), C(C)(=O)OCC (ethyl acetate). Reaction conditions: time 1 hour. Product: [N+](=O)([O-])C1=CC=C(COC(=O)N2C[C@H](CC2)NC(=O)C=2N=C(OC2)N2CC(C2)SC=2[C@@H]([C@H]3N(C2C(=O)OCC2=CC=C(C=C2)[N+](=O)[O-])C([C@@H]3[C@@H](C)O)=O)C)C=C1 (p-nitrobenzyl (1R,5S,6S)-2-(1-{4-[(3S)-1-(p-nitrobenzyloxycarbonyl)-pyrrolidin-3-ylcarbamoyl]-1,3-oxazol-2-yl}azetidin-3-yl)thio-6-[(R)-1-hydroxyethyl]-1-methylcarbapen-2-em-3-carboxylate). Yield: 76.0%. As a reaction SMILES: [C:1]([S:4][CH:5]1[CH2:8][N:7]([C:9]2[O:10][CH:11]=[C:12]([C:14](=[O:34])[NH:15][C@H:16]3[CH2:20][CH2:19][N:18]([C:21]([O:23][CH2:24][C:25]4[CH:30]=[CH:29][C:28]([N+:31]([O-:33])=[O:32])=[CH:27][CH:26]=4)=[O:22])[CH2:17]3)[N:13]=2)[CH2:6]1)(=O)[CH3:2].[C:35]([OH:38])(=O)[CH3:36].NN.C1(P(OC2[C@H](C)[C@H]3[C@@H]([C@H](O)C)C(=O)N3C=2[C:61]([O:63][CH2:64][C:65]2[CH:70]=[CH:69][C:68]([N+:71]([O-:73])=[O:72])=[CH:67][CH:66]=2)=[O:62])(C2C=CC=CC=2)=O)C=CC=CC=1.C([N:84]([CH:87]([CH3:89])[CH3:88])CC)(C)C.[C:90](=[O:93])([O-])O.[Na+].[CH3:95]N(C)C=O>C(#N)C.C(OCC)(=O)C>[N+:31]([C:28]1[CH:29]=[CH:30][C:25]([CH2:24][O:23][C:21]([N:18]2[CH2:19][CH2:20][C@H:16]([NH:15][C:14]([C:12]3[N:13]=[C:9]([N:7]4[CH2:6][CH:5]([S:4][C:1]5[C@H:89]([CH3:95])[C@@H:87]6[C@@H:88]([C@H:35]([OH:38])[CH3:36])[C:90](=[O:93])[N:84]6[C:2]=5[C:61]([O:63][CH2:64][C:65]5[CH:66]=[CH:67][C:68]([N+:71]([O-:73])=[O:72])=[CH:69][CH:70]=5)=[O:62])[CH2:8]4)[O:10][CH:11]=3)=[O:34])[CH2:17]2)=[O:22])=[CH:26][CH:27]=1)([O-:33])=[O:32] |f:1.2,5.6|. Reported procedure: To a solution of 3-acetylthio-1-{4-[(3S)-1-(p-nitrobenzyloxycarbonyl)-pyrrolidin-3-ylcarbamoyl]-1,3-oxazol-2-yl}azetidine (530 mg, 1.08 mmol) (obtained as described in Reference Example 76) in dimethylformamide (27 ml) was added hydrazine acetate (120 mg, 1.30 mmol) at room temperature under an atmosphere of nitrogen and the mixture was stirred for 1 hour. After checking the completion of the reaction, a solution of p-nitrobenzyl (1R,5S,6S)-2-(diphenylphosphoryloxy)-6-[(R)-1-hydroxyethyl]-1-meth... The reactants are ClC=1C=C(C=CC1)C=1N=C(SC1C(=O)N)N1C=NC2=C1C=C(C=C2)O (4-(3-chloro-phenyl)-2-(6-hydroxy-benzoimidazol-1-yl)-thiazole-5-carboxylic acid amide), CN1CCN(CC1)CCCOS(=O)(=O)C1=CC=C(C=C1)C (toluene-4-sulfonic acid 3-(4-methyl-piperazin-1-yl)-propyl ester), C([O-])([O-])=O.[Cs+].[Cs+] (cesium carbonate). Run in CN(C=O)C (dimethylformamide). Product: ClC=1C=C(C=CC1)C=1N=C(SC1C(=O)N)N1C=NC2=C1C=C(C=C2)OCCCN2CCN(CC2)C (4-(3-chloro-phenyl)-2-{6-[3-(4-methyl-piperazin-1-yl)-propoxy]-benzoimidazol-1-yl}-thiazole-5-carboxylic acid amide). The yield is 48.9%. RXN SMILES: [Cl:1][C:2]1[CH:3]=[C:4]([C:8]2[N:9]=[C:10]([N:16]3[C:20]4[CH:21]=[C:22]([OH:25])[CH:23]=[CH:24][C:19]=4[N:18]=[CH:17]3)[S:11][C:12]=2[C:13]([NH2:15])=[O:14])[CH:5]=[CH:6][CH:7]=1.[CH3:26][N:27]1[CH2:32][CH2:31][N:30]([CH2:33][CH2:34][CH2:35]OS(C2C=CC(C)=CC=2)(=O)=O)[CH2:29][CH2:28]1.C(=O)([O-])[O-].[Cs+].[Cs+]>CN(C)C=O>[Cl:1][C:2]1[CH:3]=[C:4]([C:8]2[N:9]=[C:10]([N:16]3[C:20]4[CH:21]=[C:22]([O:25][CH2:35][CH2:34][CH2:33][N:30]5[CH2:31][CH2:32][N:27]([CH3:26])[CH2:28][CH2:29]5)[CH:23]=[CH:24][C:19]=4[N:18]=[CH:17]3)[S:11][C:12]=2[C:13]([NH2:15])=[O:14])[CH:5]=[CH:6][CH:7]=1 |f:2.3.4|. Reported procedure: A mixture of 0.037 g (0.1 mmole) of 4-(3-chloro-phenyl)-2-(6-hydroxy-benzoimidazol-1-yl)-thiazole-5-carboxylic acid amide (I.25d), 0.062 g (0.2 mmole) of toluene-4-sulfonic acid 3-(4-methyl-piperazin-1-yl)-propyl ester, 1 mL of dimethylformamide and 0.160 g (0.5 mmole) of cesium carbonate was heated at 100 degrees for 20 minutes. The mixture was cooled, the solid was removed by filtration and the filtrate purified by reverse phase silica gel chromatography, eluting with acetonitrile-water (gradi... Starting materials: CO, CC(=O)c1ccc(Cl)nc1, [Na+], O=C([O-])O. Product: CC(O)c1ccc(Cl)nc1. As a reaction SMILES: [CH3:16][OH:17].[Cl:1][c:2]1[cH:3][cH:4][c:5]([C:8]([CH3:9])=[O:10])[cH:6][n:7]1.[Na+:15].[O-:11][C:12]([OH:13])=[O:14]>>[Cl:1][c:2]1[cH:3][cH:4][c:5]([CH:8]([CH3:9])[OH:10])[cH:6][n:7]1. The reactants are C(C)OC(C(=CN(C)C)N1N=NC=C1)=O (3-(Dimethylamino)-2-(1H-1,2,3-triazol-1-yl)acrylic acid ethyl ester), N(N)C1=CC(=NC=N1)N1CCOCC1 (4-(6-Hydrazinopyrimidin-4-yl)morpholine), C(=O)(C(F)(F)F)O (TFA). Solvent: C(C)(=O)OCC (ethyl acetate). Reaction conditions: temperature 5 celsius. Yields the product N1(CCOCC1)C1=CC(=NC=N1)N1NC=C(C1=O)N1N=NC=C1 (2-(6-Morpholin-4-ylpyrimidin-4-yl)-4-(1H-1,2,3-triazol-1-yl)-1,2-dihydro-3H-pyrazol-3-one). Yield: 61.5%. RXN SMILES: C(O[C:4](=[O:15])[C:5]([N:10]1[CH:14]=[CH:13][N:12]=[N:11]1)=[CH:6][N:7](C)C)C.[NH:16]([C:18]1[N:23]=[CH:22][N:21]=[C:20]([N:24]2[CH2:29][CH2:28][O:27][CH2:26][CH2:25]2)[CH:19]=1)N.C(O)(C(F)(F)F)=O>C(OCC)(=O)C>[N:24]1([C:20]2[N:21]=[CH:22][N:23]=[C:18]([N:16]3[C:4](=[O:15])[C:5]([N:10]4[CH:14]=[CH:13][N:12]=[N:11]4)=[CH:6][NH:7]3)[CH:19]=2)[CH2:25][CH2:26][O:27][CH2:28][CH2:29]1. Procedure: 1.9 g (8.8 mmol) of the compound from Example 3A and 1.9 g (9.7 mmol) of the compound from Example 16A are initially introduced into 25 ml ethyl acetate and 504 mg (4.4 mmol) TFA are added at RT. The mixture is stirred under reflux for 16 h, then cooled to 5° C. and subsequently stirred for a further 2 h. The solid formed is filtered off, washed with ethyl acetate and dried first in air and thereafter under a high vacuum. 1.7 g of product are obtained. Starting materials: NC=1C=NC=CC1O (3-Amino-4-hydroxypyridine), C(C)(=O)OC(C)=O (acetic anhydride). Yields the product CC=1OC2=C(C=NC=C2)N1 (2-methyloxazolo[4,5-c]pyridine). As a reaction SMILES: [NH2:1][C:2]1[CH:3]=[N:4][CH:5]=[CH:6][C:7]=1[OH:8].[C:9](OC(=O)C)(=O)[CH3:10]>>[CH3:9][C:10]1[O:8][C:7]2[CH:6]=[CH:5][N:4]=[CH:3][C:2]=2[N:1]=1. Procedure details: 3-Amino-4-hydroxypyridine was reacted with acetic anhydride to afford 4.7 g of 2-methyloxazolo[4,5-c]pyridine; mp 56°-58° C.